From a dataset of the Open Reaction Database (ORD), a public repository of structured organic reaction records. describe an organic reaction: reactants, conditions, products, and yield Starting materials: ClC1=C(C=CC(=C1)Cl)S(=O)(=O)Cl (2,4-dichlorobenzenesulfonyl chloride), CC1N(CCOC=2C1=C1C=CNC1=CC2)C(=O)OC(C)(C)C (tert-butyl 1-methyl-1,3,4,8-tetrahydro-2H-[1,4]oxazepino[6,7-e]indole-2-carboxylate), CC1N(CCOC=2C1=C1C=CNC1=CC2)C(=O)OC(C)(C)C (tert-butyl 1-methyl-1,3,4,8-tetrahydro-2H-[1,4]oxazepino[6,7-e]indole-2-carboxylate), [H-].[Na+] (sodium hydride). Solvent: CN(C)C=O (DMF). Reaction conditions: time 8 hour. The product is ClC1=C(C=CC(=C1)Cl)S(=O)(=O)N1C=CC2=C3C(=CC=C12)OCCN(C3C)C(=O)OC(C)(C)C (tert-butyl 8-[(2,4-dichlorophenyl)sulfonyl]-1-methyl-1,3,4,8-tetrahydro-2H-[1,4]oxazepino[6,7-e]indole-2-carboxylate). Yield: 4.7%. As a reaction SMILES: [CH3:1][CH:2]1[C:8]2=[C:9]3[C:13](=[CH:14][CH:15]=[C:7]2[O:6][CH2:5][CH2:4][N:3]1[C:16]([O:18][C:19]([CH3:22])([CH3:21])[CH3:20])=[O:17])[NH:12][CH:11]=[CH:10]3.[H-].[Na+].[Cl:25][C:26]1[CH:31]=[C:30]([Cl:32])[CH:29]=[CH:28][C:27]=1[S:33](Cl)(=[O:35])=[O:34]>CN(C=O)C>[Cl:25][C:26]1[CH:31]=[C:30]([Cl:32])[CH:29]=[CH:28][C:27]=1[S:33]([N:12]1[C:13]2[C:9](=[C:8]3[CH:2]([CH3:1])[N:3]([C:16]([O:18][C:19]([CH3:21])([CH3:20])[CH3:22])=[O:17])[CH2:4][CH2:5][O:6][C:7]3=[CH:15][CH:14]=2)[CH:10]=[CH:11]1)(=[O:35])=[O:34] |f:1.2|. Procedure details: tert-Butyl 1-methyl-1,3,4,8-tetrahydro-2H-[1,4]oxazepino[6,7-e]indole-2-carboxylate (Intermediate 42, 25 mg, 0.083 mmol) was dissolved in DMF (1 mL) and sodium hydride (60% in mineral oil, 4.0 mg, 0.17 mmol) was added. The reaction mixture was stirred at room temperature for 15 minutes before 2,4-dichlorobenzenesulfonyl chloride (28 mg, 0.11 mmol) was added. The reaction mixture was allowed to stir at room temperature overnight. The reaction was quenched by addition of water and the crude produc... The product is Cc1cc2c(cc1C)SC(CCCN1CCN(c3ccc(F)cc3)CC1)C(=O)N2. The reactants are Cc1cc2c(cc1C)SC(CCCBr)C(=O)N2, CCOC(C)=O, Fc1ccc(N2CCNCC2)cc1. As a reaction SMILES: [Br:1][CH2:2][CH2:3][CH2:4][CH:5]1[S:6][c:7]2[c:8]([cH:12][c:13]([CH3:17])[c:14]([CH3:16])[cH:15]2)[NH:9][C:10]1=[O:11].[CH3:31][CH2:32][O:33][C:34](=[O:35])[CH3:36].[F:18][c:19]1[cH:20][cH:21][c:22]([N:25]2[CH2:26][CH2:27][NH:28][CH2:29][CH2:30]2)[cH:23][cH:24]1>>[CH2:2]([CH2:3][CH2:4][CH:5]1[S:6][c:7]2[c:8]([cH:12][c:13]([CH3:17])[c:14]([CH3:16])[cH:15]2)[NH:9][C:10]1=[O:11])[N:28]1[CH2:27][CH2:26][N:25]([c:22]2[cH:21][cH:20][c:19]([F:18])[cH:24][cH:23]2)[CH2:30][CH2:29]1. The yield is 213.2%. The reactants are O1CCN(C2=C1C=CC=C2)C(=O)N2CC(=CC2)C2=C(C=C(C=C2)F)C(F)(F)F ((2,3-dihydrobenzo[1,4]oxazin-4-yl)[3-(4-fluoro-2-(trifluoromethyl)phenyl)-2,5-dihydropyrrol-1-yl]methanone). Reagents/catalysts: [Pd] (palladium-on-charcoal). Procedure details: 0.07 g of (2,3-dihydrobenzo[1,4]oxazin-4-yl)[3-(4-fluoro-2-(trifluoromethyl)phenyl)-2,5-dihydropyrrol-1-yl]methanone in 3.57 ml of methanol is hydrogenated in an H-Cube device under hydrogen at atmospheric pressure with a cartridge of 100 mg of 10% palladium-on-charcoal. After concentrating to dryness, the crude reaction product obtained is chromatographed on silica gel, elution being carried out with a mixture of 5% of ethyl acetate in dichloromethane. 0.15 g of (2,3-dihydrobenzo[1,4]oxazin-4-y... The solvent is CO (methanol). Yields the product O1CCN(C2=C1C=CC=C2)C(=O)N2CC(CC2)C2=C(C=C(C=C2)F)C(F)(F)F ((2,3-dihydrobenzo[1,4]oxazin-4-yl)[3-(4-fluoro-2-(trifluoromethyl)phenyl)pyrrolidin-1-yl]methanone). Reaction SMILES: [O:1]1[C:6]2[CH:7]=[CH:8][CH:9]=[CH:10][C:5]=2[N:4]([C:11]([N:13]2[CH2:17][CH:16]=[C:15]([C:18]3[CH:23]=[CH:22][C:21]([F:24])=[CH:20][C:19]=3[C:25]([F:28])([F:27])[F:26])[CH2:14]2)=[O:12])[CH2:3][CH2:2]1>CO.[Pd]>[O:1]1[C:6]2[CH:7]=[CH:8][CH:9]=[CH:10][C:5]=2[N:4]([C:11]([N:13]2[CH2:17][CH2:16][CH:15]([C:18]3[CH:23]=[CH:22][C:21]([F:24])=[CH:20][C:19]=3[C:25]([F:26])([F:28])[F:27])[CH2:14]2)=[O:12])[CH2:3][CH2:2]1.